This data is from the Open Reaction Database (ORD), a public repository of structured organic reaction records. The task is: describe an organic reaction: reactants, conditions, products, and yield The solvent is O1CCCC1 (tetrahydrofuran). Run at time 1 hour. Procedure details: To a solution of 2-methyl-3-nitro-phenol (3.0 g, 19.6 mmol), triphenylphosphine (7.2 g, 27.4 mmol), and chloroethanol (1.89 g, 23.5 mmol) in anhydrous tetrahydrofuran (70 mL) was slowly added a solution of diethylazidodicarboxylate (4.78 g, 27.4 mmol). After 1 h the reaction was complete and the solvent was removed and the residue dissolved in 1:1 ethyl acetate-hexanes (150 mL). After 30 min the solid triphenylphosphine oxide was filtered and the solvent again removed. The crude product was puri... Reactants: CC1=C(C=CC=C1[N+](=O)[O-])O (2-methyl-3-nitro-phenol), C1(=CC=CC=C1)P(C1=CC=CC=C1)C1=CC=CC=C1 (triphenylphosphine), ClC(C)O (chloroethanol), diethylazidodicarboxylate. Yield: 99.4%. Yields the product ClCCOC1=C(C(=CC=C1)[N+](=O)[O-])C (1-(2-Chloroethoxy)-2-methyl-3-nitrobenzene). As a reaction SMILES: [CH3:1][C:2]1[C:7]([N+:8]([O-:10])=[O:9])=[CH:6][CH:5]=[CH:4][C:3]=1[OH:11].C1(P(C2C=CC=CC=2)C2C=CC=CC=2)C=CC=CC=1.[Cl:31][CH:32](O)[CH3:33]>O1CCCC1>[Cl:31][CH2:32][CH2:33][O:11][C:3]1[CH:4]=[CH:5][CH:6]=[C:7]([N+:8]([O-:10])=[O:9])[C:2]=1[CH3:1]. Starting materials: CC(C)(C)OC(=O)N1CCN(C(=O)OC(C)(C)C)C(CCCCO)C1, CI, [Cl-], [H-], [Na+], [Na+], CN(C)C=O. The product is COCCCCC1CN(C(=O)OC(C)(C)C)CCN1C(=O)OC(C)(C)C. Reaction SMILES: [C:1]([CH3:2])([CH3:3])([CH3:4])[O:5][C:6](=[O:7])[N:8]1[CH:9]([CH2:21][CH2:22][CH2:23][CH2:24][OH:25])[CH2:10][N:11]([C:14](=[O:15])[O:16][C:17]([CH3:18])([CH3:19])[CH3:20])[CH2:12][CH2:13]1.[CH3:26][I:27].[Cl-:36].[H-:29].[Na+:28].[Na+:35].[O:30]=[CH:31][N:32]([CH3:33])[CH3:34]>>[C:1]([CH3:2])([CH3:3])([CH3:4])[O:5][C:6](=[O:7])[N:8]1[CH:9]([CH2:21][CH2:22][CH2:23][CH2:24][O:25][CH3:26])[CH2:10][N:11]([C:14](=[O:15])[O:16][C:17]([CH3:18])([CH3:19])[CH3:20])[CH2:12][CH2:13]1. The reactants are IC1=CC=NN1C (5-iodo-1-methyl-1H-pyrazole), O1CCOCC1 (1,4-dioxane), FC1(CC=C(CC1)B1OC(C(O1)(C)C)(C)C)F (2-(4,4-difluorocyclohex-1-en-1-yl)-4,4,5,5-tetramethyl-1,3,2-dioxaborolane), C([O-])([O-])=O.[Cs+].[Cs+] (cesium carbonate). The reagents and catalysts are C=1C=CC(=CC1)[P](C=2C=CC=CC2)(C=3C=CC=CC3)[Pd]([P](C=4C=CC=CC4)(C=5C=CC=CC5)C=6C=CC=CC6)([P](C=7C=CC=CC7)(C=8C=CC=CC8)C=9C=CC=CC9)[P](C=1C=CC=CC1)(C=1C=CC=CC1)C=1C=CC=CC1 (tetrakis(triphenylphosphine)palladium). Solvent: O (water). Product: FC1(CC=C(CC1)C1=CC=NN1C)F (5-(4,4-Difluorocyclohex-1-en-1-yl)-1-methyl-1H-pyrazole). Isolated yield 94.4%. As a reaction SMILES: I[C:2]1[N:6]([CH3:7])[N:5]=[CH:4][CH:3]=1.[F:8][C:9]1([F:24])[CH2:14][CH2:13][C:12](B2OC(C)(C)C(C)(C)O2)=[CH:11][CH2:10]1.C(=O)([O-])[O-].[Cs+].[Cs+].O1CCOCC1>C1C=CC([P]([Pd]([P](C2C=CC=CC=2)(C2C=CC=CC=2)C2C=CC=CC=2)([P](C2C=CC=CC=2)(C2C=CC=CC=2)C2C=CC=CC=2)[P](C2C=CC=CC=2)(C2C=CC=CC=2)C2C=CC=CC=2)(C2C=CC=CC=2)C2C=CC=CC=2)=CC=1.O>[F:8][C:9]1([F:24])[CH2:14][CH2:13][C:12]([C:2]2[N:6]([CH3:7])[N:5]=[CH:4][CH:3]=2)=[CH:11][CH2:10]1 |f:2.3.4,^1:40,42,61,80|. Procedure details: The reaction and aftertreatment were conducted in the same manner as in Example 39a by using 5-iodo-1-methyl-1H-pyrazole (1.90 g, 9.14 mmol), 2-(4,4-difluorocyclohex-1-en-1-yl)-4,4,5,5-tetramethyl-1,3,2-dioxaborolane (1.00 g, 4.10 mmol), tetrakis(triphenylphosphine)palladium (0) (240 mg, 0.208 mmol), cesium carbonate (2.70 g, 8.29 mmol), 1,4-dioxane (10 mL) and water (5 mL), to yield the title compound (767 mg, 94%) as a colorless oil.